From a dataset of the Open Reaction Database (ORD), a public repository of structured organic reaction records. describe an organic reaction: reactants, conditions, products, and yield Starting materials: CS(=O)(=O)NC1=CC=C2CC(C(C2=C1)=O)C1CCN(CC1)C (6-methanesulfonamido-2-(1-methyl-4-piperidyl)indan-1-one), CN(C1=CC=CC2=CC=CC(=C12)N(C)C)C (1,8-bis(dimethylamino)naphthalene), ClC(C)OC(=O)Cl (1-chloroethylchloroformate). The solvent is ClCCCl (1,2-dichloroethane). Yields the product Cl.CS(=O)(=O)NC1=CC=C2CC(C(C2=C1)=O)C1CCNCC1 (6-methanesulfonamido-2-(4-piperidyl)indan-1-one hydrochloride). Reaction SMILES: [CH3:1][S:2]([NH:5][C:6]1[CH:14]=[C:13]2[C:9]([CH2:10][CH:11]([CH:16]3[CH2:21][CH2:20][N:19](C)[CH2:18][CH2:17]3)[C:12]2=[O:15])=[CH:8][CH:7]=1)(=[O:4])=[O:3].CN(C)C1C2C(=CC=CC=2N(C)C)C=CC=1.[Cl:39]C(OC(Cl)=O)C>ClCCCl>[ClH:39].[CH3:1][S:2]([NH:5][C:6]1[CH:14]=[C:13]2[C:9]([CH2:10][CH:11]([CH:16]3[CH2:21][CH2:20][NH:19][CH2:18][CH2:17]3)[C:12]2=[O:15])=[CH:8][CH:7]=1)(=[O:3])=[O:4] |f:4.5|. Procedure: To a solution of 1.35 g (0.00419 mol) of 6-methanesulfonamido-2-(1-methyl-4-piperidyl)indan-1-one in 46 mL of 1,2-dichloroethane was added 1.35 g (0.0063 mol) of 1,8-bis(dimethylamino)naphthalene. The solution was cooled in an ice bath and 1.80 g (0.0126 mol) of 1-chloroethylchloroformate was added dropwise over 5 minutes. The mixture was allowed to warm to room temperature and then was refluxed for 5 hours. The cooled mixture was filtered through a small column of silica gel using methylene chl... The reactants are CS(=O)(=O)C1=CC=C(C=C1)C1=CC=CC=2N1N=C(N2)N (5-(4-methanesulfonyl-phenyl)-[1,2,4]triazolo[1,5-a]pyridin-2-ylamine), BrC1=CC=C(CN2CCOCC2)C=C1 (4-(4-bromobenzyl)morpholine). Yields the product CS(=O)(=O)C1=CC=C(C=C1)C1=CC=CC=2N1N=C(N2)NC2=CC=C(C=C2)CN2CCOCC2 ([5-(4-Methanesulfonyl-phenyl)-[1,2,4]triazolo[1,5-a]pyridin-2-yl]-(4-morpholin-4-ylmethyl-phenyl)-amine), N1(CCOCC1)CC1=CC=C(C=C1)N ((4-morpholin-4-ylmethyl-phenyl)-amine). Isolated yield 176.6%. Reaction SMILES: [CH3:1][S:2]([C:5]1[CH:10]=[CH:9][C:8]([C:11]2[N:16]3[N:17]=[C:18]([NH2:20])[N:19]=[C:15]3[CH:14]=[CH:13][CH:12]=2)=[CH:7][CH:6]=1)(=[O:4])=[O:3].Br[C:22]1[CH:34]=[CH:33][C:25]([CH2:26][N:27]2[CH2:32][CH2:31][O:30][CH2:29][CH2:28]2)=[CH:24][CH:23]=1>>[CH3:1][S:2]([C:5]1[CH:10]=[CH:9][C:8]([C:11]2[N:16]3[N:17]=[C:18]([NH:20][C:22]4[CH:23]=[CH:24][C:25]([CH2:26][N:27]5[CH2:32][CH2:31][O:30][CH2:29][CH2:28]5)=[CH:33][CH:34]=4)[N:19]=[C:15]3[CH:14]=[CH:13][CH:12]=2)=[CH:7][CH:6]=1)(=[O:3])=[O:4].[N:27]1([CH2:26][C:25]2[CH:33]=[CH:34][C:22]([NH2:16])=[CH:23][CH:24]=2)[CH2:32][CH2:31][O:30][CH2:29][CH2:28]1. Procedure: [5-(4-Methanesulfonyl-phenyl)-[1,2,4]triazolo[1,5-a]pyridin-2-yl]-(4-morpholin-4-ylmethyl-phenyl)-amine was prepared from 5-(4-methanesulfonyl-phenyl)-[1,2,4]triazolo[1,5-a]pyridin-2-ylamine (125 mg, 0.43 mmol) and 4-(4-bromobenzyl)morpholine (122 mg, 0.48 mmol) in a manner analogous to Example 77 to yield 5-(4-methanesulfonyl-phenyl)-[1,2,4]triazolo[1,5-a]pyridin-2-yl]-(4-morpholin-4-ylmethyl-phenyl)-amine (73 mg, 37%) as an off-white powder following purification on a 4 g Isco silica gel colum... Starting materials: ClC=1C(=C(C(=C(C1)C(CC1=CC=C(C=C1)OC)=O)O)C)O (1-(5-chloro-2,4-dihydroxy-3-methyl-phenyl)-2-(4-methoxy-phenyl)-ethanone), C(C)(=O)OC(C)=O (Acetic anhydride), CN(C)C=O (DMF), C(=O)([O-])[O-].[K+].[K+] (K2CO3). Run in O (water). Conditions: time 5 hour. Product: ClC=1C=C2C(C(=C(OC2=C(C1O)C)C)C1=CC=C(C=C1)OC)O (6-chloro-3-(4-methoxy-phenyl)-2,8-dimethyl-4H-chromene-4,7-diol). As a reaction SMILES: [Cl:1][C:2]1[C:3]([OH:21])=[C:4]([CH3:20])[C:5]([OH:19])=[C:6]([C:8](=[O:18])[CH2:9][C:10]2[CH:15]=[CH:14][C:13]([O:16][CH3:17])=[CH:12][CH:11]=2)[CH:7]=1.CN(C=O)C.C([O-])([O-])=O.[K+].[K+].[C:33](OC(=O)C)(=O)[CH3:34]>O>[Cl:1][C:2]1[CH:7]=[C:6]2[C:5](=[C:4]([CH3:20])[C:3]=1[OH:21])[O:19][C:33]([CH3:34])=[C:9]([C:10]1[CH:11]=[CH:12][C:13]([O:16][CH3:17])=[CH:14][CH:15]=1)[CH:8]2[OH:18] |f:2.3.4|. Procedure: To a solution of 1-(5-chloro-2,4-dihydroxy-3-methyl-phenyl)-2-(4-methoxy-phenyl)-ethanone (1 eq) in an. DMF (7 ml) was added K2CO3 (3 eq). Acetic anhydride (3 eq) was added dropwise to the solution, which was then refluxed under nitrogen whilst stirring for 5 h. The solution was taken up in water and extracted using ethyl acetate, dried over MgSO4 and concentrated in vacuo to give 6-chloro-3-(4-methoxy-phenyl)-2,8-dimethyl-4H-chromene-4,7-diol as a crystalline solid. As a reaction SMILES: [O:1]=[CH:2][C:3](Cl)(Cl)Cl.Cl.[NH2:8][OH:9].[NH2:10][C:11]1[C:12](O)=[CH:13][C:14]2[CH2:15][CH2:16][CH2:17][CH2:18][C:19]=2[CH:20]=1.Cl.C([O-])(=O)C.[Na+]>O>[O:1]1[C:12]2[CH:13]=[C:14]3[C:19](=[CH:20][C:11]=2[N:10]=[C:2]1[CH:3]=[N:8][OH:9])[CH2:18][CH2:17][CH2:16][CH2:15]3 |f:1.2,5.6|. Procedure: Chloral (10.7 g in 20 ml of water) and hydroxylamine hydrochloride (4.5 g in 10 ml of water) was added simultaneously to a solution of 5,6,7,8-tetrahydro-3-amino-2-naphthol (7 g) in 50 ml of water containing 3.8 ml of concentrated HCl at 60°-70° C. The reaction mixture was neutralized with sodium acetate (25 g) to keep the PH 4.5 over a period of 1 hour. The reaction mixture was cooled, filtered, and dried thoroughly to give 8.5 g of 5,6,7,8-tetrahydronaphth[2,3-d]oxazole-2-aldoxime as dark soli... Run in O (water). Yields the product O1C(=NC2=C1C=C1CCCCC1=C2)C=NO (5,6,7,8-tetrahydronaphth[2,3-d]oxazole-2-aldoxime). Reactants: C(C)(=O)[O-].[Na+] (sodium acetate), O=CC(Cl)(Cl)Cl (Chloral), Cl.NO (hydroxylamine hydrochloride), NC=1C(=CC=2CCCCC2C1)O (5,6,7,8-tetrahydro-3-amino-2-naphthol), Cl (HCl). Isolated yield 91.7%. Starting materials: CN(C)C=O (DMF), C(C1=CC=CC=C1)O[C@H]1C(O)OC[C@H]([C@@H]1OCC1=CC=CC=C1)OCC1=CC=CC=C1 (2,3,4-tri-O-benzyl-xylopyranose), OBr (oxayl bromide). Solvent: ClCCl (dichloromethane), ClCCl (dichloromethane). Reaction conditions: temperature 0 celsius, time 1 hour. Product: C(C1=CC=CC=C1)O[C@H]1C(OC[C@H]([C@@H]1OCC1=CC=CC=C1)OCC1=CC=CC=C1)Br (2,3,4-tri-O-benzyl-xylopyranosyl bromide). Reaction SMILES: [CH2:1]([O:8][C@@H:9]1[C@@H:15]([O:16][CH2:17][C:18]2[CH:23]=[CH:22][CH:21]=[CH:20][CH:19]=2)[C@H:14]([O:24][CH2:25][C:26]2[CH:31]=[CH:30][CH:29]=[CH:28][CH:27]=2)[CH2:13][O:12][CH:10]1O)[C:2]1[CH:7]=[CH:6][CH:5]=[CH:4][CH:3]=1.CN(C=O)C.O[Br:38]>ClCCl>[CH2:1]([O:8][C@@H:9]1[C@@H:15]([O:16][CH2:17][C:18]2[CH:23]=[CH:22][CH:21]=[CH:20][CH:19]=2)[C@H:14]([O:24][CH2:25][C:26]2[CH:31]=[CH:30][CH:29]=[CH:28][CH:27]=2)[CH2:13][O:12][CH:10]1[Br:38])[C:2]1[CH:7]=[CH:6][CH:5]=[CH:4][CH:3]=1. Procedure details: 2,3,4-tri-O-benzyl-xylopyranose was dissolved in dry dichloromethane (50 mL) and dry DMF (3.0 mL) was added. The reaction mixture was cooled at 0° C. and added dropwise oxayl bromide (1.4 mL). The reaction mixture was stirred for 1 hour at 0° to 5° C. and then diluted with dichloromethane (250 mL), washed with water (2×250 mL), dried over Na2SO4, filtered and evaporated to provide the title compound. The yield was quantitative for this step.